This data is from the Open Reaction Database (ORD), a public repository of structured organic reaction records. The task is: describe an organic reaction: reactants, conditions, products, and yield Starting materials: C(=O)C1=CC(=C(OCC(=O)OC)C=C1)[N+](=O)[O-] (methyl 2-(4-formyl-2-nitrophenoxy)acetate). The reagents and catalysts are [Fe] (iron). Run in CC(=O)O (AcOH), O (water). Run at temperature 80 celsius, time 1 hour. Product: O=C1NC2=C(OC1)C=CC(=C2)C=O (3-oxo-3,4-dihydro-2H-benzo[b][1,4]oxazine-6-carbaldehyde). The yield is 69.7%. Reaction SMILES: [CH:1]([C:3]1[CH:14]=[CH:13][C:6]([O:7][CH2:8][C:9](OC)=[O:10])=[C:5]([N+:15]([O-])=O)[CH:4]=1)=[O:2]>CC(O)=O.O.[Fe]>[O:10]=[C:9]1[CH2:8][O:7][C:6]2[CH:13]=[CH:14][C:3]([CH:1]=[O:2])=[CH:4][C:5]=2[NH:15]1. Procedure: To a 100 mL round-bottomed flask was added methyl 2-(4-formyl-2-nitrophenoxy)acetate (1) (1.381 g, 5.77 mmol) and iron (1.612 g, 28.9 mmol) in AcOH (23 mL). The reaction was stirred at 80° C. for 1 hr. The reaction was concentrated in vacuo and taken up in DCM/MeOH (1:1, 100 mL), filtered and the filtrate was concentrated in vacuo to give 4.3 g crude of a brown solid. The solid was taken up in water and filtered; the solid was washed with water and dried in vacuo to give a light brown solid (0.7... Yields the product O=S(=O)(O)c1ccc(-c2ccc(Cl)cc2)cc1. Reaction SMILES: [Cl:14][S:15](=[O:16])(=[O:17])[OH:18].[Cl:19][CH2:20][Cl:21].[Cl:1][c:2]1[cH:3][cH:4][c:5](-[c:8]2[cH:9][cH:10][cH:11][cH:12][cH:13]2)[cH:6][cH:7]1>>[Cl:1][c:2]1[cH:3][cH:4][c:5](-[c:8]2[cH:9][cH:10][c:11]([S:15](=[O:16])(=[O:17])[OH:18])[cH:12][cH:13]2)[cH:6][cH:7]1. The reactants are O=S(=O)(O)Cl, ClCCl, Clc1ccc(-c2ccccc2)cc1. Starting materials: S(=O)(=O)(OC1CCC(CC1)(C1=CC=CC=C1)C1=CC=CC=C1)C1=CC=C(C)C=C1 (4,4-diphenylcyclohexyl tosylate), N1CCC(CC1)N1C(NC2=C1C=CC=C2)=O (4-piperidyl-2-benzimidazolinone), C([O-])([O-])=O.[K+].[K+] (potassium carbonate), [I-].[K+] (potassium iodide), ice water. The solvent is CN(C=O)C (dimethylformamide). Run at temperature 55 celsius, time 47 hour. The product is C1(=CC=CC=C1)C1(CCC(CC1)N1CCC(CC1)N1C(NC2=C1C=CC=C2)=O)C2=CC=CC=C2 (1-[1-(4,4-diphenylcyclohexyl)-4-piperidyl]-2-benzimidazolinone). RXN SMILES: S(C1C=CC(C)=CC=1)(O[CH:5]1[CH2:10][CH2:9][C:8]([C:17]2[CH:22]=[CH:21][CH:20]=[CH:19][CH:18]=2)([C:11]2[CH:16]=[CH:15][CH:14]=[CH:13][CH:12]=2)[CH2:7][CH2:6]1)(=O)=O.[NH:30]1[CH2:35][CH2:34][CH:33]([N:36]2[C:40]3[CH:41]=[CH:42][CH:43]=[CH:44][C:39]=3[NH:38][C:37]2=[O:45])[CH2:32][CH2:31]1.C(=O)([O-])[O-].[K+].[K+].[I-].[K+]>CN(C)C=O>[C:11]1([C:8]2([C:17]3[CH:18]=[CH:19][CH:20]=[CH:21][CH:22]=3)[CH2:7][CH2:6][CH:5]([N:30]3[CH2:31][CH2:32][CH:33]([N:36]4[C:40]5[CH:41]=[CH:42][CH:43]=[CH:44][C:39]=5[NH:38][C:37]4=[O:45])[CH2:34][CH2:35]3)[CH2:10][CH2:9]2)[CH:12]=[CH:13][CH:14]=[CH:15][CH:16]=1 |f:2.3.4,5.6|. Reported procedure: A mixture of 4.1 g of 4,4-diphenylcyclohexyl tosylate, 2.2 g of 4-piperidyl-2-benzimidazolinone, 1.5 g of potassium carbonate, 1.5 g of potassium iodide and 50 ml of dimethylformamide is stirred at 55° C for 47 hours. The reaction mixture is cooled to room temperature and poured into ice water. The precipitate is collected by filtration and dissolved in chloroform under warming. The solution is washed with water and dried over sodium sulfate, and the chloroform is removed under reduced pressure.... Starting materials: CCOC(=O)Cl, Nc1nccc(-c2c[nH]nc2-c2ccc(F)cc2)n1, O, c1ccncc1. Yields the product CCOC(=O)Nc1nccc(-c2c[nH]nc2-c2ccc(F)cc2)n1. Reaction SMILES: [Cl:20][C:21](=[O:22])[O:23][CH2:24][CH3:25].[F:1][c:2]1[cH:3][cH:4][c:5](-[c:8]2[n:9][nH:10][cH:11][c:12]2-[c:13]2[n:14][c:15]([NH2:19])[n:16][cH:17][cH:18]2)[cH:6][cH:7]1.[OH2:26].[cH:27]1[cH:28][cH:29][n:30][cH:31][cH:32]1>>[F:1][c:2]1[cH:3][cH:4][c:5](-[c:8]2[n:9][nH:10][cH:11][c:12]2-[c:13]2[n:14][c:15]([NH:19][C:21](=[O:22])[O:23][CH2:24][CH3:25])[n:16][cH:17][cH:18]2)[cH:6][cH:7]1. Reactants: COC1=CC=C(C2=C1N=C(S2)N)CN2CCOCC2 (4-methoxy-7-morpholin-4-ylmethyl-benzothiazol-2-ylamine), FC1=CC=C(C(=O)Cl)C=C1 (4-fluoro-benzoyl chloride). The solvent is N1=CC=CC=C1 (pyridine). Yields the product FC1=CC=C(C(=O)NC=2SC3=C(N2)C(=CC=C3CN3CCOCC3)OC)C=C1 (4-Fluoro-N-(4-methoxy-7-morpholin-4-ylmethyl-benzothiazol-2-yl)-benzamide). Reaction SMILES: [CH3:1][O:2][C:3]1[C:8]2[N:9]=[C:10]([NH2:12])[S:11][C:7]=2[C:6]([CH2:13][N:14]2[CH2:19][CH2:18][O:17][CH2:16][CH2:15]2)=[CH:5][CH:4]=1.[F:20][C:21]1[CH:29]=[CH:28][C:24]([C:25](Cl)=[O:26])=[CH:23][CH:22]=1>N1C=CC=CC=1>[F:20][C:21]1[CH:29]=[CH:28][C:24]([C:25]([NH:12][C:10]2[S:11][C:7]3[C:6]([CH2:13][N:14]4[CH2:19][CH2:18][O:17][CH2:16][CH2:15]4)=[CH:5][CH:4]=[C:3]([O:2][CH3:1])[C:8]=3[N:9]=2)=[O:26])=[CH:23][CH:22]=1. Procedure details: Using 4-methoxy-7-morpholin-4-ylmethyl-benzothiazol-2-ylamine and 4-fluoro-benzoyl chloride in pyridine the title compound was obtained as a yellow solid (44% yield), MS: m/e=402.4 (M+H+). The reactants are COCC(C)Oc1cc(Oc2ccccc2)cc(C(=O)O)c1, CCOC(=O)Cc1csc(N)n1, OB(O)c1ccccc1. The product is CCOC(=O)Cc1csc(NC(=O)c2cc(Oc3ccccc3)cc(OC(C)COC)c2)n1. RXN SMILES: [CH3:1][O:2][CH2:3][CH:4]([O:5][c:6]1[cH:7][c:8]([C:9](=[O:10])[OH:11])[cH:12][c:13]([O:15][c:16]2[cH:17][cH:18][cH:19][cH:20][cH:21]2)[cH:14]1)[CH3:22].[NH2:32][c:33]1[s:34][cH:35][c:36]([CH2:38][C:39](=[O:40])[O:41][CH2:42][CH3:43])[n:37]1.[OH:23][B:24]([c:25]1[cH:26][cH:27][cH:28][cH:29][cH:30]1)[OH:31]>>[CH3:1][O:2][CH2:3][CH:4]([O:5][c:6]1[cH:7][c:8]([C:9](=[O:11])[NH:32][c:33]2[s:34][cH:35][c:36]([CH2:38][C:39](=[O:40])[O:41][CH2:42][CH3:43])[n:37]2)[cH:12][c:13]([O:15][c:16]2[cH:17][cH:18][cH:19][cH:20][cH:21]2)[cH:14]1)[CH3:22]. Starting materials: C(C)(=O)C=1C=C(C(=NC1C)OC)NC(=O)N1CCN(CC1)C1=CC(=CC(=C1)OC)OC (1-[(5-Acetyl-2-methoxy-6-methylpyridin-3-yl)aminocarbonyl]-4-(3,5-dimethoxyphenyl)piperazine), [BH4-].[Na+] (NaBH4). The solvent is C(C)O (ethanol). Run at time 2 hour. Yields the product OC(C)C=1C=C(C(=NC1C)OC)NC(=O)N1CCN(CC1)C1=CC(=CC(=C1)OC)OC (1-{[5-(1-Hydroxyethyl)-2-methoxy-6-methylpyridin-3-yl]aminocarbonyl}-4-(3,5-dimethoxyphenyl)piperazine). Isolated yield 97.0%. RXN SMILES: [C:1]([C:4]1[CH:5]=[C:6]([NH:13][C:14]([N:16]2[CH2:21][CH2:20][N:19]([C:22]3[CH:27]=[C:26]([O:28][CH3:29])[CH:25]=[C:24]([O:30][CH3:31])[CH:23]=3)[CH2:18][CH2:17]2)=[O:15])[C:7]([O:11][CH3:12])=[N:8][C:9]=1[CH3:10])(=[O:3])[CH3:2].[BH4-].[Na+]>C(O)C>[OH:3][CH:1]([C:4]1[CH:5]=[C:6]([NH:13][C:14]([N:16]2[CH2:21][CH2:20][N:19]([C:22]3[CH:23]=[C:24]([O:30][CH3:31])[CH:25]=[C:26]([O:28][CH3:29])[CH:27]=3)[CH2:18][CH2:17]2)=[O:15])[C:7]([O:11][CH3:12])=[N:8][C:9]=1[CH3:10])[CH3:2] |f:1.2|. Reported procedure: 1-[(5-Acetyl-2-methoxy-6-methylpyridin-3-yl)aminocarbonyl]-4-(3,5-dimethoxyphenyl)piperazine(100 mg, 0.23 mmol) was dissolved in anhydrous ethanol(15 ml) and NaBH4 (8.66 mg) was added. The reaction solution was stirred at room temperature for 2 hours. The mixture was concentrated under the reduced pressure to remove ethanol and purified by column chromatography (ethylacetate:hexane=2:1) to obtain the titled compound. Reactants: CCOC(=O)c1nc2c(s1)CN(C(=Nc1ccccc1)SC)CC2, CO, [K+], [K+], O=C([O-])[O-], O. The product is CSC(=Nc1ccccc1)N1CCc2nc(C(=O)O)sc2C1. Reaction SMILES: [CH3:1][S:2][C:3]([N:4]1[CH2:5][c:6]2[c:7]([n:10][c:11]([C:13](=[O:14])[O:15][CH2:16][CH3:17])[s:12]2)[CH2:8][CH2:9]1)=[N:18][c:19]1[cH:20][cH:21][cH:22][cH:23][cH:24]1.[CH3:32][OH:33].[K+:25].[K+:26].[O-:27][C:28]([O-:29])=[O:30].[OH2:31]>>[CH3:1][S:2][C:3]([N:4]1[CH2:5][c:6]2[c:7]([n:10][c:11]([C:13](=[O:14])[OH:15])[s:12]2)[CH2:8][CH2:9]1)=[N:18][c:19]1[cH:20][cH:21][cH:22][cH:23][cH:24]1. Yields the product FC=1C=CC=C2C(=CC(=NC12)C(=O)OC)CC1=CC(=NC=C1)OC (methyl 8-fluoro-4-[(2-methoxypyridin-4-yl)methyl]quinoline-2-carboxylate). Procedure details: To a mixture of methyl 8-fluoro-4-(4,4,5,5-tetramethyl-1,3,2-dioxaborolan-2-yl)quinoline-2-carboxylate (S1) (130 mg, 0.393 mmol), Cs2CO3 (384 mg, 1.178 mmol), PdCl2(dppf)-CH2Cl2 adduct (32.1 mg, 0.039 mmol) in a microwave tube were added a solution of 4-(chloromethyl)-2-methoxypyridine (124 mg, 0.785 mmol) in THF (3 mL) followed by adding water (0.3 mL). The mixture was heated at 100° C. for 1 h. The reaction was cooled and diluted with EtOAc. The bottom H2O layer was removed. The organic layer ... The reagents and catalysts are C1=CC=C(C=C1)P([C-]2C=CC=C2)C3=CC=CC=C3.C1=CC=C(C=C1)P([C-]2C=CC=C2)C3=CC=CC=C3.Cl[Pd]Cl.[Fe+2].C(Cl)Cl (PdCl2(dppf) CH2Cl2). RXN SMILES: [F:1][C:2]1[CH:3]=[CH:4][CH:5]=[C:6]2[C:11]=1[N:10]=[C:9]([C:12]([O:14][CH3:15])=[O:13])[CH:8]=[C:7]2B1OC(C)(C)C(C)(C)O1.C([O-])([O-])=O.[Cs+].[Cs+].Cl[CH2:32][C:33]1[CH:38]=[CH:37][N:36]=[C:35]([O:39][CH3:40])[CH:34]=1.O>C1COCC1.CCOC(C)=O.C1C=CC(P(C2C=CC=CC=2)[C-]2C=CC=C2)=CC=1.C1C=CC(P(C2C=CC=CC=2)[C-]2C=CC=C2)=CC=1.Cl[Pd]Cl.[Fe+2].C(Cl)Cl>[F:1][C:2]1[CH:3]=[CH:4][CH:5]=[C:6]2[C:11]=1[N:10]=[C:9]([C:12]([O:14][CH3:15])=[O:13])[CH:8]=[C:7]2[CH2:32][C:33]1[CH:38]=[CH:37][N:36]=[C:35]([O:39][CH3:40])[CH:34]=1 |f:1.2.3,8.9.10.11.12|. The solvent is C1CCOC1 (THF), CCOC(=O)C (EtOAc). Run at temperature 100 celsius. Starting materials: FC=1C=CC=C2C(=CC(=NC12)C(=O)OC)B1OC(C(O1)(C)C)(C)C (methyl 8-fluoro-4-(4,4,5,5-tetramethyl-1,3,2-dioxaborolan-2-yl)quinoline-2-carboxylate), C(=O)([O-])[O-].[Cs+].[Cs+] (Cs2CO3), O (water), ClCC1=CC(=NC=C1)OC (4-(chloromethyl)-2-methoxypyridine).